This data is from the Open Reaction Database (ORD), a public repository of structured organic reaction records. The task is: describe an organic reaction: reactants, conditions, products, and yield Starting materials: CN1CCNCC1, CCO, Clc1cc(-c2sccc2Cl)nc(Cl)n1. Yields the product CN1CCN(c2cc(-c3sccc3Cl)nc(Cl)n2)CC1. Reaction SMILES: [CH3:15][N:16]1[CH2:17][CH2:18][NH:19][CH2:20][CH2:21]1.[CH3:22][CH2:23][OH:24].[Cl:1][c:2]1[n:3][c:4](-[c:9]2[s:10][cH:11][cH:12][c:13]2[Cl:14])[cH:5][c:6]([Cl:8])[n:7]1>>[Cl:1][c:2]1[n:3][c:4](-[c:9]2[s:10][cH:11][cH:12][c:13]2[Cl:14])[cH:5][c:6]([N:19]2[CH2:18][CH2:17][N:16]([CH3:15])[CH2:21][CH2:20]2)[n:7]1.